Dataset: the Open Reaction Database (ORD), a public repository of structured organic reaction records. Task: describe an organic reaction: reactants, conditions, products, and yield The reactants are C1CCOC1, COc1ccc(C(=O)N2c3ccccc3C(N3CCCc4cc(OCCCCC(=O)O)ccc43)CC2C)cc1OC, CCCN, CCOC(C)=O, O=C(Cl)C(=O)Cl, CN(C)C=O, c1ccncc1. Yields the product CCCNC(=O)CCCCOc1ccc2c(c1)CCCN2C1CC(C)N(C(=O)c2ccc(OC)c(OC)c2)c2ccccc21. RXN SMILES: [CH2:57]1[O:58][CH2:59][CH2:60][CH2:61]1.[CH3:1][O:2][c:3]1[cH:4][c:5]([C:6](=[O:7])[N:8]2[CH:9]([CH3:36])[CH2:10][CH:11]([N:18]3[CH2:19][CH2:20][CH2:21][c:22]4[cH:23][c:24]([O:28][CH2:29][CH2:30][CH2:31][CH2:32][C:33](=[O:34])[OH:35])[cH:25][cH:26][c:27]43)[c:12]3[cH:13][cH:14][cH:15][cH:16][c:17]32)[cH:37][cH:38][c:39]1[O:40][CH3:41].[CH3:53][CH2:54][CH2:55][NH2:56].[CH3:68][CH2:69][O:70][C:71](=[O:72])[CH3:73].[Cl:42][C:43]([C:44]([Cl:45])=[O:46])=[O:47].[O:48]=[CH:49][N:50]([CH3:51])[CH3:52].[cH:62]1[cH:63][cH:64][n:65][cH:66][cH:67]1>>[CH3:1][O:2][c:3]1[cH:4][c:5]([C:6](=[O:7])[N:8]2[CH:9]([CH3:36])[CH2:10][CH:11]([N:18]3[CH2:19][CH2:20][CH2:21][c:22]4[cH:23][c:24]([O:28][CH2:29][CH2:30][CH2:31][CH2:32][C:33](=[O:34])[NH:56][CH2:55][CH2:54][CH3:53])[cH:25][cH:26][c:27]43)[c:12]3[cH:13][cH:14][cH:15][cH:16][c:17]32)[cH:37][cH:38][c:39]1[O:40][CH3:41]. Starting materials: C(C)(C)(C)OC(=O)N1[C@@H](C[C@@](C1)(O)C(O[SiH2]C(C)(C)C)(C)C)C(NCC1=C(C(=CC=C1)Cl)F)=O ((2S,4S)-4-(tert-butyl-dimethyl-silanyloxymethyl)-2-(3-chloro-2-fluoro-benzyl carbamoyl)-4-hydroxy-pyrrolidine-1-carboxylic acid tert-butyl ester), CCN(CC)S(F)(F)F (DAST), C(=O)(O)[O-].[Na+] (NaHCO3). Run in C(Cl)Cl (CH2Cl2). Run at time 1.5 hour. Product: C(C)(C)(C)OC(=O)N1[C@@H](C[C@](C1)(F)C(O[SiH2]C(C)(C)C)(C)C)C(NCC1=C(C(=CC=C1)Cl)F)=O ((2S,4R)-4-(tert-Butyl-dimethyl-silanyloxymethyl)-2-(3-chloro-2-fluoro-benzyl carbamoyl)-4-fluoro-pyrrolidine-1-carboxylic acid tert-butyl ester). As a reaction SMILES: [C:1]([O:5][C:6]([N:8]1[CH2:12][C@@:11]([C:14]([CH3:22])([CH3:21])[O:15][SiH2:16][C:17]([CH3:20])([CH3:19])[CH3:18])(O)[CH2:10][C@H:9]1[C:23](=[O:34])[NH:24][CH2:25][C:26]1[CH:31]=[CH:30][CH:29]=[C:28]([Cl:32])[C:27]=1[F:33])=[O:7])([CH3:4])([CH3:3])[CH3:2].CCN(S(F)(F)[F:41])CC.C([O-])(O)=O.[Na+]>C(Cl)Cl>[C:1]([O:5][C:6]([N:8]1[CH2:12][C@:11]([C:14]([CH3:22])([CH3:21])[O:15][SiH2:16][C:17]([CH3:20])([CH3:19])[CH3:18])([F:41])[CH2:10][C@H:9]1[C:23](=[O:34])[NH:24][CH2:25][C:26]1[CH:31]=[CH:30][CH:29]=[C:28]([Cl:32])[C:27]=1[F:33])=[O:7])([CH3:4])([CH3:3])[CH3:2] |f:2.3|. Procedure: To a solution of (2S,4S)-4-(tert-butyl-dimethyl-silanyloxymethyl)-2-(3-chloro-2-fluoro-benzyl carbamoyl)-4-hydroxy-pyrrolidine-1-carboxylic acid tert-butyl ester (200 mg, 0.35 mmol) in CH2Cl2 (10 mL) under N2 atmosphere at −78° C. was added DAST (92 μL, 0.7 mmol). The reaction mixture was then allowed to reach RT and further stirred for 1.5 h then poured into an aqueous saturated solution of NaHCO3 and extracted twice with CH2Cl2. The combined organic layers were dried (Na2SO4), filtered and con... Reactants: NC1=C(C=C(CCP(OCC)=O)C=C1)OC (ethyl (4-amino-3-methoxybenzyl)methylphosphinate), C(C)OP(OCC)OCC (triethylphosphite). Product: NC1=C(C=C(CP(OCC)(OCC)=O)C=C1)OC (Diethyl (4-amino-3-methoxybenzyl)phosphonate). RXN SMILES: [NH2:1][C:2]1[CH:14]=[CH:13][C:5]([CH2:6]CP(=O)OCC)=[CH:4][C:3]=1[O:15][CH3:16].[CH2:17]([O:19][P:20]([O:24]CC)[O:21][CH2:22][CH3:23])[CH3:18]>>[NH2:1][C:2]1[CH:14]=[CH:13][C:5]([CH2:6][P:20](=[O:24])([O:21][CH2:22][CH3:23])[O:19][CH2:17][CH3:18])=[CH:4][C:3]=1[O:15][CH3:16]. Reported procedure: This material was prepared according to the procedure described above for ethyl (4-amino-3-methoxybenzyl)methylphosphinate using triethylphosphite in the first step. MS (ES+): m/z 274.01 [MH+] (ZQ3, polar 5 min). Reactants: C(C)N(C1=CC=C(C=C1)Br)CCO (N-ethyl-N-(2-hydroxyethyl)-4-bromoaniline), O1CCCC=C1 (3,4-dihydro-2H-pyran), C1(=CC=C(C=C1)S(=O)(=O)O)C.N1=CC=CC=C1 (pyridine p-toluenesulfonate), C(O)([O-])=O.[Na+] (sodium hydrogencarbonate). The solvent is C(Cl)(Cl)Cl (chloroform). The product is C(C)N(C1=CC=C(C=C1)Br)CCOC1OCCCC1 (N-ethyl-N-[2-(tetrahydropyran-2-yl)oxyethyl]-4-bromoaniline). Procedure: 14.7 g (60.3 mmols) of N-ethyl-N-(2-hydroxyethyl)-4-bromoaniline, 90 ml of chloroform, 10.68 ml (2.0-fold equivalent weight) of 3,4-dihydro-2H-pyran and 0.76 g (0.05-fold equivalent weight) of pyridine p-toluenesulfonate were mixed, and the mixture obtained was heated at 70° C. for 1.5 hours in an atmosphere of argon. Thereafter, a saturated aqueous sodium hydrogencarbonate solution was added to the reaction solution obtained, which was then extracted with chloroform (200 ml×2). The organic laye... RXN SMILES: [CH2:1]([N:3]([CH2:11][CH2:12][OH:13])[C:4]1[CH:9]=[CH:8][C:7]([Br:10])=[CH:6][CH:5]=1)[CH3:2].[O:14]1[CH:19]=[CH:18][CH2:17][CH2:16][CH2:15]1.C1(C)C=CC(S(O)(=O)=O)=CC=1.N1C=CC=CC=1.C(=O)([O-])O.[Na+]>C(Cl)(Cl)Cl>[CH2:1]([N:3]([CH2:11][CH2:12][O:13][CH:15]1[CH2:16][CH2:17][CH2:18][CH2:19][O:14]1)[C:4]1[CH:9]=[CH:8][C:7]([Br:10])=[CH:6][CH:5]=1)[CH3:2] |f:2.3,4.5|. Reaction conditions: temperature 70 celsius. Reactants: COC(=O)[C@H]1N(C[C@@H](C1)S(=O)(=O)CC1CC1)C(CC(C)=O)=S ((2S,4R)-4-cyclopropylmethanesulfonyl-1-(3-oxo-thiobutyryl)-pyrrolidine-2-carboxylic acid methyl ester), C1(CCC1)NN (cyclobutylhydrazine). Reaction SMILES: [CH3:1][O:2][C:3]([C@@H:5]1[CH2:9][C@@H:8]([S:10]([CH2:13][CH:14]2[CH2:16][CH2:15]2)(=[O:12])=[O:11])[CH2:7][N:6]1[C:17](=S)[CH2:18][C:19](=O)[CH3:20])=[O:4].[CH:23]1([NH:27][NH2:28])[CH2:26][CH2:25][CH2:24]1>>[CH3:1][O:2][C:3]([C@@H:5]1[CH2:9][C@@H:8]([S:10]([CH2:13][CH:14]2[CH2:16][CH2:15]2)(=[O:12])=[O:11])[CH2:7][N:6]1[C:17]1[N:27]([CH:23]2[CH2:26][CH2:25][CH2:24]2)[N:28]=[C:19]([CH3:20])[CH:18]=1)=[O:4]. Yields the product COC(=O)[C@H]1N(C[C@@H](C1)S(=O)(=O)CC1CC1)C=1N(N=C(C1)C)C1CCC1 ((2S,4R)-1-(2-Cyclobutyl-5-methyl-2H-pyrazol-3-yl)-4-cyclopropylmethanesulfonyl-pyrrolidine-2-carboxylic acid methyl ester). Procedure details: In analogy to the procedure described in example 192 h, (2S,4R)-4-cyclopropylmethanesulfonyl-1-(3-oxo-thiobutyryl)-pyrrolidine-2-carboxylic acid methyl ester (example 445c) was reacted with cyclobutylhydrazine (CAS Reg. No. 742673-64-9) to give the title compound as brown solid. MS (ESI): m/z=382.2 [M+H]+. Starting materials: CC(=O)O[BH-](OC(C)=O)OC(C)=O, CC(=O)O, CO, CCC=O, ClCCl, O=C(Nc1cccc(C(=O)C2CCNCC2)n1)c1c(F)cc(F)cc1F, [Na+]. Product: CCCN1CCC(C(=O)c2cccc(NC(=O)c3c(F)cc(F)cc3F)n2)CC1. Reaction SMILES: [C:31]([O:32][BH-:33]([O:34][C:35](=[O:36])[CH3:37])[O:38][C:39](=[O:40])[CH3:41])(=[O:42])[CH3:43].[CH3:45][C:46](=[O:47])[OH:48].[CH3:49][OH:50].[CH:27]([CH2:28][CH3:29])=[O:30].[Cl:51][CH2:52][Cl:53].[F:1][c:2]1[c:3]([C:4](=[O:5])[NH:6][c:7]2[n:8][c:9]([C:13](=[O:14])[CH:15]3[CH2:16][CH2:17][NH:18][CH2:19][CH2:20]3)[cH:10][cH:11][cH:12]2)[c:21]([F:26])[cH:22][c:23]([F:25])[cH:24]1.[Na+:44]>>[F:1][c:2]1[c:3]([C:4](=[O:5])[NH:6][c:7]2[n:8][c:9]([C:13](=[O:14])[CH:15]3[CH2:16][CH2:17][N:18]([CH2:27][CH2:28][CH3:29])[CH2:19][CH2:20]3)[cH:10][cH:11][cH:12]2)[c:21]([F:26])[cH:22][c:23]([F:25])[cH:24]1. The reactants are C(N)(=S)/N=C/N(C)C ((E)-N′-carbamothioyl-N,N-dimethylformimidamide), C(C1=CC=CC=C1)(C1=CC=CC=C1)(C1=CC=CC=C1)Cl (tritylchloride). The solvent is ClCCl (dichloromethane). Yields the product CN(\C=N\C(NC(C1=CC=CC=C1)(C1=CC=CC=C1)C1=CC=CC=C1)=S)C ((E)-N,N-dimethyl-N′-(tritylcarbamothioyl) formimidamide). As a reaction SMILES: [C:1](/[N:4]=[CH:5]/[N:6]([CH3:8])[CH3:7])(=[S:3])[NH2:2].[C:9](Cl)([C:22]1[CH:27]=[CH:26][CH:25]=[CH:24][CH:23]=1)([C:16]1[CH:21]=[CH:20][CH:19]=[CH:18][CH:17]=1)[C:10]1[CH:15]=[CH:14][CH:13]=[CH:12][CH:11]=1>ClCCl>[CH3:7][N:6]([CH3:8])/[CH:5]=[N:4]/[C:1](=[S:3])[NH:2][C:9]([C:10]1[CH:15]=[CH:14][CH:13]=[CH:12][CH:11]=1)([C:22]1[CH:23]=[CH:24][CH:25]=[CH:26][CH:27]=1)[C:16]1[CH:17]=[CH:18][CH:19]=[CH:20][CH:21]=1. Procedure: (E)-N′-carbamothioyl-N,N-dimethylformimidamide (63) (5 g, 38 mmol), tritylchloride (11.6 g, 41.8 mmol) and trietheylamine (16 mL, 114 mmol) were refluxed in dichloromethane overnight. The reaction mixture was cooled to room temperature and filtered through a plug of celite. The resulting filtrate was washed with saturated sodium bicarbonate solution, followed with brine. The organic layer was dried with sodium sulfate, filtered and concentrated in vacuo. The residue was purified by flash chromat...